Dataset: the Open Reaction Database (ORD), a public repository of structured organic reaction records. Task: describe an organic reaction: reactants, conditions, products, and yield Starting materials: O=Cc1sc(Br)cc1[N+](=O)[O-], CC(C)=O, O. Product: O=C(O)c1sc(Br)cc1[N+](=O)[O-]. Reaction SMILES: [Br:1][c:2]1[cH:3][c:4]([N+:9](=[O:10])[O-:11])[c:5]([CH:7]=[O:8])[s:6]1.[CH3:12][C:13]([CH3:14])=[O:15].[OH2:16]>>[Br:1][c:2]1[cH:3][c:4]([N+:9](=[O:10])[O-:11])[c:5]([C:7](=[O:8])[OH:15])[s:6]1.